The task is: describe an organic reaction: reactants, conditions, products, and yield. This data is from the Open Reaction Database (ORD), a public repository of structured organic reaction records. Reactants: O=C1N(C(C2=CC=CC=C12)=O)CCCC=1C=C(C=O)C=CC1 (3-(3-(1,3-dioxoisoindolin-2-yl)propyl)benzaldehyde), [Br-].CC1=C(C[P+](C2=C(C=CC=C2)C)(C2=CC=CC=C2)C2=CC=CC=C2)C=CC(=C1)C (2,4-dimethylmethylbenzyltriphenylphosphonium bromide). The product is CC1=C(/C=C/C=2C=C(C=CC2)CCCN2C(C3=CC=CC=C3C2=O)=O)C=CC(=C1)C ((E)-2-(3-(3-(2,4-dimethylstyryl)phenyl)propyl)isoindoline-1,3-dione). RXN SMILES: [O:1]=[C:2]1[C:10]2[C:5](=[CH:6][CH:7]=[CH:8][CH:9]=2)[C:4](=[O:11])[N:3]1[CH2:12][CH2:13][CH2:14][C:15]1[CH:16]=[C:17]([CH:20]=[CH:21][CH:22]=1)[CH:18]=O.[Br-].[CH3:24][C:25]1[CH:51]=[C:50]([CH3:52])[CH:49]=[CH:48][C:26]=1[CH2:27][P+](C1C=CC=CC=1)(C1C=CC=CC=1)C1C=CC=CC=1C>>[CH3:24][C:25]1[CH:51]=[C:50]([CH3:52])[CH:49]=[CH:48][C:26]=1/[CH:27]=[CH:18]/[C:17]1[CH:16]=[C:15]([CH2:14][CH2:13][CH2:12][N:3]2[C:4](=[O:11])[C:5]3[C:10](=[CH:9][CH:8]=[CH:7][CH:6]=3)[C:2]2=[O:1])[CH:22]=[CH:21][CH:20]=1 |f:1.2|. Procedure details: Phthalimide 29 was coupled with 2,4-dimethylmethylbenzyltriphenylphosphonium bromide and purified by flash chromatography (20 to 50% EtOAc-hexanes gradient) to give (E)-2-(3-(3-(2,4-dimethylstyryl)phenyl)propyl)isoindoline-1,3-dione as an oil. Yield (0.3974 g, 92%), trans-/cis-isomer ratio 1.2:1. Cis-isomer: 1H NMR (400 MHz, CDCl3) δ 7.80-7.88 (m, 4H), 6.80-7.55 (m, 7H), 6.62 (d, J=12.0 Hz, 1H), 6.57 (d, J=12.0 Hz, 1H), 3.63 (t, J=7.2 Hz, 2H), 2.65 (t, J=7.2 Hz, 2H), 2.37 (s, 3H), 2.27 (s, 3H), ...